This data is from the Open Reaction Database (ORD), a public repository of structured organic reaction records. The task is: describe an organic reaction: reactants, conditions, products, and yield The reactants are BrC=1C=CC(N(C1)CCNC(OC(C)(C)C)=O)=O (tert-butyl 2-(5-bromo-2-oxopyridin-1(2H)-yl)ethylcarbamate), S1C(=CC=C1)B(O)O (2-thiopheneboronic acid), C(=O)([O-])[O-].[Na+].[Na+] (Na2CO3). The reagents and catalysts are C1=CC=C(C=C1)P([C-]2C=CC=C2)C3=CC=CC=C3.C1=CC=C(C=C1)P([C-]2C=CC=C2)C3=CC=CC=C3.Cl[Pd]Cl.[Fe+2] (1,1′-bis(diphenylphosphino)ferrocene-palladium dichloride). The solvent is COCCOC (DME). Conditions: temperature 85 celsius. Yields the product O=C1N(C=C(C=C1)C=1SC=CC1)CCNC(OC(C)(C)C)=O (tert-Butyl 2-(2-oxo-5-(thiophen-2-yl)pyridin-1(2H)-yl)ethylcarbamate). Reaction SMILES: Br[C:2]1[CH:3]=[CH:4][C:5](=[O:18])[N:6]([CH2:8][CH2:9][NH:10][C:11](=[O:17])[O:12][C:13]([CH3:16])([CH3:15])[CH3:14])[CH:7]=1.[S:19]1[CH:23]=[CH:22][CH:21]=[C:20]1B(O)O.C([O-])([O-])=O.[Na+].[Na+]>COCCOC.C1C=CC(P(C2C=CC=CC=2)[C-]2C=CC=C2)=CC=1.C1C=CC(P(C2C=CC=CC=2)[C-]2C=CC=C2)=CC=1.Cl[Pd]Cl.[Fe+2]>[O:18]=[C:5]1[CH:4]=[CH:3][C:2]([C:20]2[S:19][CH:23]=[CH:22][CH:21]=2)=[CH:7][N:6]1[CH2:8][CH2:9][NH:10][C:11](=[O:17])[O:12][C:13]([CH3:16])([CH3:15])[CH3:14] |f:2.3.4,6.7.8.9|. Reported procedure: A suspension of tert-butyl 2-(5-bromo-2-oxopyridin-1(2H)-yl)ethylcarbamate (166 mg, 523 μmol), 2-thiopheneboronic acid (134 mg, 1047 μmol), Na2CO3 (785 μl, 1570 μmol) [2M], and 1,1′-bis(diphenylphosphino)ferrocene-palladium dichloride (31 mg, 42 μmol) in DME (2 mL) was heated to 85° C. for 45 min. The mixture was partitioned between CH2Cl2 and 10% Na2CO3 and the aqueous was extracted with CH2Cl2 (10 mL). The combined organics were dried over MgSO4 and purified on silica (12 g) eluting with 0>50%...